This data is from the Open Reaction Database (ORD), a public repository of structured organic reaction records. The task is: describe an organic reaction: reactants, conditions, products, and yield Starting materials: ClC1=C(OC=2C=CC(=C(C2)S(=O)O)OC)C(=CC(=C1)[N+](=O)[O-])Cl (5-(2,6-dichloro-4-nitro-phenoxy)-2-methoxy-benzenesulfinic acid), [OH-].[Na+] (NaOH), C1(CC1)CBr (cyclopropylmethyl bromide). The solvent is C(C)O (ethanol). Reaction conditions: temperature 70 celsius, time 6 hour. Product: ClC1=C(OC=2C=CC(=C(C2)S(=O)(=O)CC2CC2)OC)C(=CC(=C1)[N+](=O)[O-])Cl (5-(2,6-Dichloro-4-nitro-phenoxy)-2-methoxy-(cyclopropylmethanesulfonyl)-benzene). The yield is 14.0%. As a reaction SMILES: [Cl:1][C:2]1[CH:19]=[C:18]([N+:20]([O-:22])=[O:21])[CH:17]=[C:16]([Cl:23])[C:3]=1[O:4][C:5]1[CH:6]=[CH:7][C:8]([O:14][CH3:15])=[C:9]([S:11]([OH:13])=[O:12])[CH:10]=1.[OH-].[Na+].[CH:26]1([CH2:29]Br)[CH2:28][CH2:27]1>C(O)C>[Cl:1][C:2]1[CH:19]=[C:18]([N+:20]([O-:22])=[O:21])[CH:17]=[C:16]([Cl:23])[C:3]=1[O:4][C:5]1[CH:6]=[CH:7][C:8]([O:14][CH3:15])=[C:9]([S:11]([CH2:29][CH:26]2[CH2:28][CH2:27]2)(=[O:13])=[O:12])[CH:10]=1 |f:1.2|. Procedure: To a solution of 5-(2,6-dichloro-4-nitro-phenoxy)-2-methoxy-benzenesulfinic acid (1.0 g, 2.64 mmol) in ethanol was added NaOH (116 mg, 2.89 mmol) and cyclopropylmethyl bromide (1.40 mL, 14.5 mmol). The resulting mixture was stirred at 70° C. for 6 h, then at 50° C. for 20 h and concentrated to dryness. The residue was dissolved in 1 N HCl (40 mL) and extracted with EtOAc (4×40 mL). The combined organic extracts were dried and concentrated. The residue was purified by preparative TLC (CH2Cl2: Hex... Run in C1(=CC=CC=C1)C (toluene). Starting materials: C1=2C3=C(C(=CC1=O)C2)C=CC=C3 (2-Benzobicyclo[2.2.1]hepteneone), N1CCCCC1 (piperidine), C1(=CC=C(C=C1)S(=O)(=O)O)C (p-toluenesulfonic acid). Run at time 12 hour. As a reaction SMILES: [C:1]12[C:6](=O)[CH:5]=[C:4]([CH:8]=1)[C:3]1[CH:9]=[CH:10][CH:11]=[CH:12][C:2]2=1.[NH:13]1[CH2:18][CH2:17][CH2:16][CH2:15][CH2:14]1.C1(C)C=CC(S(O)(=O)=O)=CC=1>C1(C)C=CC=CC=1>[C:1]12[CH2:8][C:4](=[CH:5][C:6]=1[N:13]1[CH2:18][CH2:17][CH2:16][CH2:15][CH2:14]1)[C:3]1[CH:9]=[CH:10][CH:11]=[CH:12][C:2]2=1. Yields the product C=12C3=C(C(=CC1N1CCCCC1)C2)C=CC=C3 (1-(2-Benzobicyclo[2.2.1]heptenyl)piperidine). Reported procedure: 2-Benzobicyclo[2.2.1]hepteneone (0.5 g) was combined with piperidine (1 ml), p-toluenesulfonic acid (0.1 g), and toluene (25 ml) and heated to reflux for 20 hours. The solution was concentrated on a rotary evaporator and the residue was distilled on a Kugelrohr apparatus (120° C. at 0.05 mm Hg). The distillate was combined with glacial acetic acid (10 ml) and sodium cyanoborohydride (0.5 g) and stirred at room temperature for 12 hours. The solution was made basic by the addition of 10% sodium hy... The reactants are CCCCO, Cl, NCCCCC(N)C(=O)O, [Na+], [OH-]. Yields the product NC1CCCCNC1=O. Reaction SMILES: [CH2:14]([OH:15])[CH2:16][CH2:17][CH3:18].[ClH:1].[NH2:2][CH2:3][CH2:4][CH2:5][CH2:6][CH:7]([NH2:8])[C:9]([OH:10])=[O:11].[Na+:13].[OH-:12]>>[NH:2]1[CH2:3][CH2:4][CH2:5][CH2:6][CH:7]([NH2:8])[C:9]1=[O:11]. Starting materials: CC1(NC(OC1)=O)C (4,4-dimethyl-2-oxazolidinone), BrBr (bromine). The solvent is [OH-].[Na+] (sodium hydroxide). Reaction conditions: time 0.25 hour. The product is BrN1C(OCC1(C)C)=O (3-bromo-4,4-dimethyl-2-oxazolidinone). RXN SMILES: [CH3:1][C:2]1([CH3:8])[CH2:6][O:5][C:4](=[O:7])[NH:3]1.[Br:9]Br>[OH-].[Na+]>[Br:9][N:3]1[C:2]([CH3:8])([CH3:1])[CH2:6][O:5][C:4]1=[O:7] |f:2.3|. Procedure details: 12.3 g (0.11 mol) 4,4-dimethyl-2-oxazolidinone was dissolved in 180 ml of 1 M sodium hydroxide and the resulting solution was cooled to 0°. 19.2 g (0.012 mol) bromine was added dropwise with stirring over 0.25 hr and the reaction mixture was stirred at 0° for an additional 0.75 hr. The N-bromamine separated from the reaction mixture as an orange colored solid. The solid was isolated by filtration and thoroughly washed with cold water. Trituration of this material in petroleum ether (30°-60°) gav... The reactants are [Al+3], COc1cc(C(C)(C)C(N)=O)cc2c1OC(C)(C)C2, CCOC(C)=O, [H-], [H-], [H-], [H-], [Li+], C1CCOC1, O. Product: COc1cc(C(C)(C)CN)cc2c1OC(C)(C)C2. RXN SMILES: [Al+3:21].[CH3:1][O:2][c:3]1[cH:4][c:5]([C:14]([C:15](=[O:16])[NH2:17])([CH3:18])[CH3:19])[cH:6][c:7]2[c:11]1[O:10][C:9]([CH3:12])([CH3:13])[CH2:8]2.[CH3:26][CH2:27][O:28][C:29](=[O:30])[CH3:31].[H-:20].[H-:23].[H-:24].[H-:25].[Li+:22].[O:33]1[CH2:34][CH2:35][CH2:36][CH2:37]1.[OH2:32]>>[CH3:1][O:2][c:3]1[cH:4][c:5]([C:14]([CH2:15][NH2:17])([CH3:18])[CH3:19])[cH:6][c:7]2[c:11]1[O:10][C:9]([CH3:12])([CH3:13])[CH2:8]2. Starting materials: [BH3-]C#N, CCOC(=O)C(CC)C(=O)CCOCc1ccccc1, CC(=O)[O-], CC(=O)O, CO, Cl, [NH4+], [Na+]. Yields the product CCOC(=O)C(CC)C(N)CCOCc1ccccc1. As a reaction SMILES: [C:26](#[N:27])[BH3-:28].[CH2:1]([CH3:2])[O:3][C:4]([CH:5]([C:6]([CH2:7][CH2:8][O:9][CH2:10][c:11]1[cH:12][cH:13][cH:14][cH:15][cH:16]1)=[O:17])[CH2:18][CH3:19])=[O:20].[CH3:22][C:23](=[O:24])[O-:25].[CH3:31][C:32](=[O:33])[OH:34].[CH3:35][OH:36].[ClH:30].[NH4+:21].[Na+:29]>>[CH2:1]([CH3:2])[O:3][C:4]([CH:5]([CH:6]([CH2:7][CH2:8][O:9][CH2:10][c:11]1[cH:12][cH:13][cH:14][cH:15][cH:16]1)[NH2:27])[CH2:18][CH3:19])=[O:20]. The reactants are CCC(CO[Si](c1ccccc1)(c1ccccc1)C(C)(C)C)N1C(=O)C(CC(=O)OC)CC(c2cccc(Cl)c2)C1c1ccc(Cl)cc1, C1CCOC1, CN(C)P(=O)(N(C)C)N(C)C, C[Si](C)(C)[N-][Si](C)(C)C, Cc1ccccc1, CI, [Li+]. The product is CCC(CO[Si](c1ccccc1)(c1ccccc1)C(C)(C)C)N1C(=O)C(C(C)C(=O)OC)CC(c2cccc(Cl)c2)C1c1ccc(Cl)cc1. RXN SMILES: [C:1]([CH3:2])([CH3:3])([CH3:4])[Si:5]([O:6][CH2:7][CH:8]([CH2:9][CH3:10])[N:11]1[C:12](=[O:36])[CH:13]([CH2:31][C:32](=[O:33])[O:34][CH3:35])[CH2:14][CH:15]([c:24]2[cH:25][c:26]([Cl:30])[cH:27][cH:28][cH:29]2)[CH:16]1[c:17]1[cH:18][cH:19][c:20]([Cl:23])[cH:21][cH:22]1)([c:37]1[cH:38][cH:39][cH:40][cH:41][cH:42]1)[c:43]1[cH:44][cH:45][cH:46][cH:47][cH:48]1.[CH2:72]1[O:73][CH2:74][CH2:75][CH2:76]1.[CH3:49][N:50]([CH3:51])[P:52]([N:53]([CH3:54])[CH3:55])([N:56]([CH3:57])[CH3:58])=[O:59].[CH3:61][Si:62]([N-:63][Si:64]([CH3:65])([CH3:66])[CH3:67])([CH3:68])[CH3:69].[CH3:77][c:78]1[cH:79][cH:80][cH:81][cH:82][cH:83]1.[I:70][CH3:71].[Li+:60]>>[C:1]([CH3:2])([CH3:3])([CH3:4])[Si:5]([O:6][CH2:7][CH:8]([CH2:9][CH3:10])[N:11]1[C:12](=[O:36])[CH:13]([CH:31]([C:32](=[O:33])[O:34][CH3:35])[CH3:49])[CH2:14][CH:15]([c:24]2[cH:25][c:26]([Cl:30])[cH:27][cH:28][cH:29]2)[CH:16]1[c:17]1[cH:18][cH:19][c:20]([Cl:23])[cH:21][cH:22]1)([c:37]1[cH:38][cH:39][cH:40][cH:41][cH:42]1)[c:43]1[cH:44][cH:45][cH:46][cH:47][cH:48]1.